From a dataset of the Open Reaction Database (ORD), a public repository of structured organic reaction records. describe an organic reaction: reactants, conditions, products, and yield The reactants are ClC1=C(C(=CC(=C1)C(F)(F)F)Cl)N1N=CC(=N1)C=O (2-(2,6-dichloro-4-trifluoromethylphenyl)-2H-1,2,3-triazole-4-carboxaldehyde), [Br-].[Br-].C1(=CC=CC=C1)[PH+](C1=CC=CC=C1)C1=CC=CC=C1.C1(=CC=CC=C1)[PH+](C1=CC=CC=C1)C1=CC=CC=C1 (triphenylphosphonium dibromide), C(Br)(Br)(Br)Br (carbon tetrabromide), C1(=CC=CC=C1)P(C1=CC=CC=C1)C1=CC=CC=C1 (triphenylphosphine). The solvent is CCCCCC (Hexane), ClCCl (dichloromethane), ClCCl (dichloromethane), ClCCl (dichloromethane). Run at time 1 hour. Product: ClC1=C(C(=CC(=C1)C(F)(F)F)Cl)N1N=CC(=N1)C=C(Br)Br (2-(2,6-dichloro-4-trifluoromethylphenyl)-4-(2,2-dibromo-vinyl)-2H-1,2,3-triazole). RXN SMILES: [Cl:1][C:2]1[CH:7]=[C:6]([C:8]([F:11])([F:10])[F:9])[CH:5]=[C:4]([Cl:12])[C:3]=1[N:13]1[N:17]=[C:16]([CH:18]=O)[CH:15]=[N:14]1.[Br-].[Br-].C1([PH+](C2C=CC=CC=2)C2C=CC=CC=2)C=CC=CC=1.C1([PH+](C2C=CC=CC=2)C2C=CC=CC=2)C=CC=CC=1.[C:60](Br)(Br)([Br:62])[Br:61].C1(P(C2C=CC=CC=2)C2C=CC=CC=2)C=CC=CC=1>ClCCl.CCCCCC>[Cl:1][C:2]1[CH:7]=[C:6]([C:8]([F:11])([F:10])[F:9])[CH:5]=[C:4]([Cl:12])[C:3]=1[N:13]1[N:17]=[C:16]([CH:18]=[C:60]([Br:62])[Br:61])[CH:15]=[N:14]1 |f:1.2.3.4|. Procedure: A solution of 2-(2,6-dichloro-4-trifluoromethylphenyl)-2H-1,2,3-triazole-4-carboxaldehyde (3.1 g), in dichloromethane (20 ml) was added to a solution of triphenylphosphonium dibromide at -20° (prepared by mixing a solution of carbon tetrabromide (31.2 g) in dichloromethane (30 ml) with a solution of triphenylphosphine (21 g) in dichloromethane (70 ml)) and the mixture stirred for 1 hour. Hexane was added and the mixture filtered. The filtrate was worked up to give 2-(2,6-dichloro-4-trifluorometh... Starting materials: C, CC(C)(C)OC(=O)NC1(C)CN(C(=O)OCc2ccccc2)CC1F, CCO, [H][H], [Pd]. The product is CC(C)(C)OC(=O)NC1(C)CNCC1F. RXN SMILES: [C:29].[CH2:1]([O:2][C:3](=[O:4])[N:11]1[CH2:12][C:13]([CH3:17])([NH:18][C:19](=[O:20])[O:21][C:22]([CH3:23])([CH3:24])[CH3:25])[CH:14]([F:16])[CH2:15]1)[c:5]1[cH:6][cH:7][cH:8][cH:9][cH:10]1.[CH3:26][CH2:27][OH:28].[H:31][H:32].[Pd:30]>>[NH:11]1[CH2:12][C:13]([CH3:17])([NH:18][C:19](=[O:20])[O:21][C:22]([CH3:23])([CH3:24])[CH3:25])[CH:14]([F:16])[CH2:15]1.